Task: describe an organic reaction: reactants, conditions, products, and yield. Dataset: the Open Reaction Database (ORD), a public repository of structured organic reaction records The reactants are BrC=1C=C(C=NC1)C=1C=2N(N=C(C1CCCCC(=O)OCC)CO)C(=CC2)CC (ethyl 5-[4-(5-bromo-3-pyridinyl)-7-ethyl-2-(hydroxymethyl)pyrrolo[1,2-b]pyridazin-3-yl]pentanoate), [H-].[Na+] (NaH), N1(CCOCC1)C(=O)Cl (4-morpholinecarbonyl chloride). Run in CN(C)C=O (DMF). Reaction conditions: temperature 0 celsius, time 0.5 hour. Procedure details: To a suspension of 60% NaH (69.5 mg) in DMF (3 mL) was added ethyl 5-[4-(5-bromo-3-pyridinyl)-7-ethyl-2-(hydroxymethyl)pyrrolo[1,2-b]pyridazin-3-yl]pentanoate (200 mg) under ice-water cooling and the mixture was stirred at 0° C. for 0.5 hour. To this was added 4-morpholinecarbonyl chloride (659 mg) and the mixture was stirred at ambient temperature for 15 hours. The mixture was partitioned between AcOEt and water. The organic layer was separated, washed with water and brine, dried over MgSO4, an... Yield: 30.1%. Product: N1(CCOCC1)C(=O)OCC=1C(=C(C=2N(N1)C(=CC2)CC)C=2C=NC=C(C2)Br)CCCCC(=O)OCC ([4-(5-bromo-3-pyridinyl)-3-(5-ethoxy-5-oxopentyl)-7-ethylpyrrolo[1,2-b]pyridazin-2-yl]methyl 4-morpholinecarboxylate). As a reaction SMILES: [H-].[Na+].[Br:3][C:4]1[CH:5]=[C:6]([C:10]2[C:11]3[N:12]([C:27]([CH2:30][CH3:31])=[CH:28][CH:29]=3)[N:13]=[C:14]([CH2:25][OH:26])[C:15]=2[CH2:16][CH2:17][CH2:18][CH2:19][C:20]([O:22][CH2:23][CH3:24])=[O:21])[CH:7]=[N:8][CH:9]=1.[N:32]1([C:38](Cl)=[O:39])[CH2:37][CH2:36][O:35][CH2:34][CH2:33]1>CN(C=O)C>[N:32]1([C:38]([O:26][CH2:25][C:14]2[C:15]([CH2:16][CH2:17][CH2:18][CH2:19][C:20]([O:22][CH2:23][CH3:24])=[O:21])=[C:10]([C:6]3[CH:7]=[N:8][CH:9]=[C:4]([Br:3])[CH:5]=3)[C:11]3[N:12]([C:27]([CH2:30][CH3:31])=[CH:28][CH:29]=3)[N:13]=2)=[O:39])[CH2:37][CH2:36][O:35][CH2:34][CH2:33]1 |f:0.1|. Reactants: OC1=CC=C2CCC(C2=C1)=O (6-hydroxy-2,3-dihydroinden-1-one), C(=O)([O-])[O-].[K+].[K+] (K2CO3), C1=CC=C(C=C1)CBr (BnBr). Run in CCOC(=O)C (EtOAc), CN(C)C=O (DMF). Conditions: time 20 hour. Yields the product C(C1=CC=CC=C1)OC1=CC=C2CCC(C2=C1)=O (6-(Benzyloxy)-2,3-dihydroinden-1-one). Isolated yield 92.0%. Reaction SMILES: [OH:1][C:2]1[CH:10]=[C:9]2[C:5]([CH2:6][CH2:7][C:8]2=[O:11])=[CH:4][CH:3]=1.C([O-])([O-])=O.[K+].[K+].[CH:18]1[CH:23]=[CH:22][C:21]([CH2:24]Br)=[CH:20][CH:19]=1>CN(C=O)C.CCOC(C)=O>[CH2:24]([O:1][C:2]1[CH:10]=[C:9]2[C:5]([CH2:6][CH2:7][C:8]2=[O:11])=[CH:4][CH:3]=1)[C:21]1[CH:22]=[CH:23][CH:18]=[CH:19][CH:20]=1 |f:1.2.3|. Reported procedure: To a stirred solution of 6-hydroxy-2,3-dihydroinden-1-one (30 g, 0.203 mol) in 300 mL DMF was added K2CO3 (70 g, 0.507 mol), followed by addition of BnBr (38.2 g, 0.225 mol) dropwise at 0° C. The mixture was allowed to warm to ambient temperature and stirred for 20 h. The mixture was diluted with EtOAc (500 mL), then filtered to remove the solid. The filtrate was washed with brine (200 mL×5), dried over anhydrous sodium sulfate, and concentrated in vacuo. The resulted solid was recrystallized in... Starting materials: CCOC(=O)C(C)(C)Oc1ccc(OCCc2nc(-c3cccc(Oc4ccccc4C)c3)oc2C)cc1, CCOC(C)=O. Product: CCOC(=O)C(C)(C)Oc1ccc(OCCc2nc(-c3cccc(Oc4ccccc4)c3)oc2C)cc1. As a reaction SMILES: [CH2:1]([CH3:2])[O:3][C:4]([C:5]([CH3:6])([O:7][c:8]1[cH:9][cH:10][c:11]([O:14][CH2:15][CH2:16][c:17]2[n:18][c:19](-[c:23]3[cH:24][c:25]([O:29][c:30]4[c:31]([CH3:36])[cH:32][cH:33][cH:34][cH:35]4)[cH:26][cH:27][cH:28]3)[o:20][c:21]2[CH3:22])[cH:12][cH:13]1)[CH3:37])=[O:38].[CH3:39][CH2:40][O:41][C:42]([CH3:43])=[O:44]>>[CH2:1]([CH3:2])[O:3][C:4]([C:5]([CH3:6])([O:7][c:8]1[cH:9][cH:10][c:11]([O:14][CH2:15][CH2:16][c:17]2[n:18][c:19](-[c:23]3[cH:24][c:25]([O:29][c:30]4[cH:31][cH:32][cH:33][cH:34][cH:35]4)[cH:26][cH:27][cH:28]3)[o:20][c:21]2[CH3:22])[cH:12][cH:13]1)[CH3:37])=[O:38].